This data is from the Open Reaction Database (ORD), a public repository of structured organic reaction records. The task is: describe an organic reaction: reactants, conditions, products, and yield Starting materials: C(=O)(Cl)Cl (phosgene), O1C=CCCC1 (5,6-dihydro-4H-pyran). Solvent: C1(=CC=CC=C1)C (toluene). Reaction conditions: temperature 60 celsius, time 5 hour. The product is O1CC(CC=C1)C(=O)Cl (3,4-Dihydropyran-3-carbonyl chloride). Yield: 56709.5%. As a reaction SMILES: [C:1]([Cl:4])(Cl)=[O:2].[O:5]1[CH2:10][CH2:9][CH2:8][CH:7]=[CH:6]1>C1(C)C=CC=CC=1>[O:5]1[CH:6]=[CH:7][CH2:8][CH:9]([C:1]([Cl:4])=[O:2])[CH2:10]1. Procedure: 125 g (1.25 mmol) of phosgene gas were introduced over the course of 2.5 hours at 45°-50° C. into a solution of 84 g (1 mol) of 5,6-dihydro-4H-pyran in 50 g of toluene. The mixture was subsequently stirred at 60° C. for a further 5 hours. Work-up was carried out as described in Example 1. Vacuum distillation at 76° C./1 mbar gave 103.9 g (80%) of valuable product. Starting materials: COc1cc(NC(C)=O)c(Cl)cc1C(=O)Cl, NC1CN2CCC1CC2, [Na+], C1COCCO1, [OH-]. Product: Cl, COc1cc(NC(C)=O)c(Cl)cc1C(=O)NC1CN2CCC1CC2. As a reaction SMILES: [C:10]([CH3:11])(=[O:12])[NH:13][c:14]1[cH:15][c:16]([O:24][CH3:25])[c:17]([C:18](=[O:19])[Cl:20])[cH:21][c:22]1[Cl:23].[NH2:1][CH:2]1[CH2:3][N:4]2[CH2:5][CH2:6][CH:7]1[CH2:8][CH2:9]2.[Na+:27].[O:28]1[CH2:29][CH2:30][O:31][CH2:32][CH2:33]1.[OH-:26]>>[ClH:20].[NH:1]([CH:2]1[CH2:3][N:4]2[CH2:5][CH2:6][CH:7]1[CH2:8][CH2:9]2)[C:18]([c:17]1[c:16]([O:24][CH3:25])[cH:15][c:14]([NH:13][C:10]([CH3:11])=[O:12])[c:22]([Cl:23])[cH:21]1)=[O:19]. Starting materials: [N+](=O)([O-])C1=CC=C(COC(=O)N2CCC(CC2)=O)C=C1 (1-(p-nitrobenzyloxycarbonyl)-4-piperidone), [BH4-].[Na+] (sodium borohydride). The solvent is O (water), CO (methanol), O1CCCC1 (tetrahydrofuran). Conditions: temperature 0 celsius, time 10 minute. Yields the product [N+](=O)([O-])C1=CC=C(COC(=O)N2CCC(CC2)O)C=C1 (1-(p-nitrobenzyloxycarbonyl)-4-hydroxypiperidine). Reaction SMILES: [N+:1]([C:4]1[CH:20]=[CH:19][C:7]([CH2:8][O:9][C:10]([N:12]2[CH2:17][CH2:16][C:15](=[O:18])[CH2:14][CH2:13]2)=[O:11])=[CH:6][CH:5]=1)([O-:3])=[O:2].[BH4-].[Na+]>CO.O1CCCC1.O>[N+:1]([C:4]1[CH:5]=[CH:6][C:7]([CH2:8][O:9][C:10]([N:12]2[CH2:13][CH2:14][CH:15]([OH:18])[CH2:16][CH2:17]2)=[O:11])=[CH:19][CH:20]=1)([O-:3])=[O:2] |f:1.2|. Procedure: To a mixture of 1-(p-nitrobenzyloxycarbonyl)-4-piperidone (5.46 g) in methanol (54 ml) and tetrahydrofuran (27 ml) was added sodium borohydride (373 mg), followed by stirring at 0° C. for 10 minutes. The reaction mixture was diluted with water and extracted with ethyl acetate. The extract was washed with water, dried over anhydrous sodium sulfate and evaporated to give 1-(p-nitrobenzyloxycarbonyl)-4-hydroxypiperidine.